This data is from the Open Reaction Database (ORD), a public repository of structured organic reaction records. The task is: describe an organic reaction: reactants, conditions, products, and yield Reactants: CCCS(=O)(=O)NCC(Nc1ccc(C#N)cc1)c1cc(OC)c(OCc2ccccc2)cc1[N+](=O)[O-], CCO. RXN SMILES: [CH2:1]([c:2]1[cH:3][cH:4][cH:5][cH:6][cH:7]1)[O:8][c:9]1[cH:10][c:11]([N+:35]([O-:36])=[O:37])[c:12]([CH:17]([CH2:18][NH:19][S:20](=[O:21])(=[O:22])[CH2:23][CH2:24][CH3:25])[NH:26][c:27]2[cH:28][cH:29][c:30]([C:33]#[N:34])[cH:31][cH:32]2)[cH:13][c:14]1[O:15][CH3:16].[CH3:38][CH2:39][OH:40]>>[CH2:1]([c:2]1[cH:3][cH:4][cH:5][cH:6][cH:7]1)[O:8][c:9]1[cH:10][c:11]([NH2:35])[c:12]([CH:17]([CH2:18][NH:19][S:20](=[O:21])(=[O:22])[CH2:23][CH2:24][CH3:25])[NH:26][c:27]2[cH:28][cH:29][c:30]([C:33]#[N:34])[cH:31][cH:32]2)[cH:13][c:14]1[O:15][CH3:16]. The product is CCCS(=O)(=O)NCC(Nc1ccc(C#N)cc1)c1cc(OC)c(OCc2ccccc2)cc1N. The reactants are complex, RhCl 1,5-cyclooctadiene, PP (diphosphine), C(C)O (ethyl alcohol), C(C)(=O)NC(C(=O)O)=CC1=CC=CC=C1 (α-acetamidocinnamic acid), [H][H] (hydrogen). Solvent: C(C)N(CC)CC (triethylamine). Run at time 1 hour. Yields the product C(C)(=O)N[C@@H](CC1=CC=CC=C1)C(=O)O (N-acetylphenylalanine). Isolated yield 82.0%. As a reaction SMILES: PP.C(O)C.[C:6]([NH:9][C:10](=[CH:14][C:15]1[CH:20]=[CH:19][CH:18]=[CH:17][CH:16]=1)[C:11]([OH:13])=[O:12])(=[O:8])[CH3:7].[H][H]>C(N(CC)CC)C>[C:6]([NH:9][C@H:10]([C:11]([OH:13])=[O:12])[CH2:14][C:15]1[CH:16]=[CH:17][CH:18]=[CH:19][CH:20]=1)(=[O:8])[CH3:7]. Procedure details: 3.1 mg of the complex of the formula [RhCl-1,5-cyclooctadiene]2, 57 mg of the diphosphine of Example 1 and 400 cm3 of ethyl alcohol are introduced under an argon atmosphere into a reactor. The mixture is stirred for 1 hour. 66.62 g of α-acetamidocinnamic acid and 25 microlitres of triethylamine are then added and hydrogen is introduced under a pressure of 1 bar at 25° C. After 4 hours 30 minutes the hydrogenation is complete. After treatment to remove the catalyst similar to that of Example 5, N... Starting materials: N1(CCOCC1)NC(C1=CC(=C(C=C1)O)Br)=O (3-Bromo-4-hydroxybenzoic acid (4-morpholinyl)amide), C=O (formalin), C=O (formalin), C#N (hydrogen cyanide), C1(=CC=CC=C1)P(C1=CC=CC=C1)C1=CC=CC=C1 (triphenylphosphine), C#N (hydrogen cyanide). Reagents/catalysts: [C].[Pd] (palladium-carbon), [C-]#N.[Zn+2].[C-]#N (zinc cyanide), [Zn] (zinc). The solvent is O (water), CC(=O)N(C)C (dimethylacetamide). Run at temperature 120 celsius, time 4 hour. Product: N1(CCOCC1)NC(C1=CC(=C(C=C1)O)C#N)=O (3-cyano-4-hydroxybenzoic acid (4-morpholinyl)amide). Yield: 82.4%. RXN SMILES: [N:1]1([NH:7][C:8](=[O:17])[C:9]2[CH:14]=[CH:13][C:12]([OH:15])=[C:11](Br)[CH:10]=2)[CH2:6][CH2:5][O:4][CH2:3][CH2:2]1.C1(P(C2C=CC=CC=2)C2C=CC=CC=2)C=CC=CC=1.C=O.[CH:39]#[N:40]>CC(N(C)C)=O.[C-]#N.[Zn+2].[C-]#N.[Zn].[C].[Pd].O>[N:1]1([NH:7][C:8](=[O:17])[C:9]2[CH:14]=[CH:13][C:12]([OH:15])=[C:11]([C:39]#[N:40])[CH:10]=2)[CH2:6][CH2:5][O:4][CH2:3][CH2:2]1 |f:5.6.7,9.10|. Procedure details: 3-Bromo-4-hydroxybenzoic acid (4-morpholinyl)amide (150 g, 0.524 mol), zinc cyanide (44.23 g, 0.341 mmol), zinc (0.90 g, 14 mmol) and 5% palladium-carbon (44.6 g, 0.021 mmol) are suspended in dimethylacetamide (1500 mL), and bubbled with nitrogen for 35 minutes. After further adding triphenylphosphine (22.0 g, 0.084 mmol) under nitrogen, the reaction mixture is heated at 120° C., and stirred for 4 hours. The mixture is cooled to 25° C., stirred overnight, and the insoluble materials are separate... Reactants: OC(C(=O)O)(C(C(=O)O)C1CCOCC1)C1CCOCC1 (2-Hydroxy-2,3-bis(tetrahydro-2H-pyran-4-yl)succinic acid). Run in C(C)(=O)OC(C)=O (acetic anhydride). Reaction conditions: temperature 120 celsius, time 24 hour. Product: O1CCC(CC1)C=1C(OC(C1C1CCOCC1)=O)=O (3,4-Bis(tetrahydro-2H-pyran-4-yl)furan-2,5-dione). Isolated yield 56.6%. RXN SMILES: O[C:2]([CH:16]1[CH2:21][CH2:20][O:19][CH2:18][CH2:17]1)([CH:6]([CH:10]1[CH2:15][CH2:14][O:13][CH2:12][CH2:11]1)[C:7]([OH:9])=[O:8])[C:3]([OH:5])=O>C(OC(=O)C)(=O)C>[O:13]1[CH2:14][CH2:15][CH:10]([C:6]2[C:7](=[O:9])[O:8][C:3](=[O:5])[C:2]=2[CH:16]2[CH2:21][CH2:20][O:19][CH2:18][CH2:17]2)[CH2:11][CH2:12]1. Reported procedure: 2-Hydroxy-2,3-bis(tetrahydro-2H-pyran-4-yl)succinic acid (1.2 g, 3.98 mmol) was dissolved in acetic anhydride (15 ml), and the solution was stirred at 120° C. for 24 hr. Excess acetic anhydride in the reaction mixture was removed by distillation under reduced pressure, and the residue was chromatographed on silica gel column (hexane:ethyl acetate=40:60) to give the title compound as a colorless solid (0.6 g, yield 60%). The reactants are BrC1=C(C(=C(C1(Br)Br)Br)Br)Br (1,2,3,4,5,5-hexabromo-1,3-cyclopentadiene), C1(C=CC(C=C1)=O)=O (benzoquinone). The solvent is C1(=CC=CC=C1)C (toluene). The product is BrC12C(=C(C(C=3C(=CC=C(C13)O)O)(C2(Br)Br)Br)Br)Br (1,2,3,4,9,9-hexabromo-1,4-dihydro-1,4-methanonaphthalene-5,8-diol). Reaction SMILES: [C:1]1(=[O:8])[CH:6]=[CH:5][C:4](=[O:7])[CH:3]=[CH:2]1.[Br:9][C:10]1[C:14]([Br:16])([Br:15])[C:13]([Br:17])=[C:12]([Br:18])[C:11]=1[Br:19]>C1(C)C=CC=CC=1>[Br:17][C:13]12[C:14]([Br:15])([Br:16])[C:10]([Br:9])([C:6]3[C:1]([OH:8])=[CH:2][CH:3]=[C:4]([OH:7])[C:5]=31)[C:11]([Br:19])=[C:12]2[Br:18]. Reported procedure: A mixture of benzoquinone, 10.8 g. toluene (40 ml) and 1,2,3,4,5,5-hexabromo-1,3-cyclopentadiene (60 g.) was heated to reflux temperature and refluxed for four hours. At the end of this reaction period a dark solid had formed. This solid was placed on a Buchner funnel and washed with Skelly B solvent and a small amount of methanol. The solid was then recrystallized from benzene and white crystals were obtained, m.p. 204°-206° C. Starting materials: crude product, Cl (HCl), ClC1=C(C=CC=C1)C=CC=1NC2=CC=C(C=C2C1)OC (2-[2-(2-Chlorophenyl)ethenyl]-5-methoxy-1H-indole), O1C(CCCC1)OCCBr (2-bromoethyl tetrahydro-2H-pyran-2-yl ether). Run in CO (methanol). Product: ClC1=C(C=CC=C1)C=CC=1N(C2=CC=C(C=C2C1)OC)CCO (2-{2-[2-(2-Chlorophenyl)ethenyl]-5-methoxy-1H-indol-1-yl}ethanol), III. Isolated yield 86.0%. As a reaction SMILES: [Cl:1][C:2]1[CH:7]=[CH:6][CH:5]=[CH:4][C:3]=1[CH:8]=[CH:9][C:10]1[NH:11][C:12]2[C:17]([CH:18]=1)=[CH:16][C:15]([O:19][CH3:20])=[CH:14][CH:13]=2.[O:21]1CCC[CH2:23][CH:22]1OCCBr.Cl>CO>[Cl:1][C:2]1[CH:7]=[CH:6][CH:5]=[CH:4][C:3]=1[CH:8]=[CH:9][C:10]1[N:11]([CH2:23][CH2:22][OH:21])[C:12]2[C:17]([CH:18]=1)=[CH:16][C:15]([O:19][CH3:20])=[CH:14][CH:13]=2. Procedure: Alkylation of 2-[2-(2-Chlorophenyl)ethenyl]-5-methoxy-1H-indole (27) prepared according to example 37 with 2-bromoethyl tetrahydro-2H-pyran-2-yl ether using the procedure described in example 38 followed by reaction of the crude product with 2N HCl in methanol gave 2-{2-[2-(2-Chlorophenyl)ethenyl]-5-methoxy-1H-indol-1-yl}ethanol (III; Ar=2-chlorophenyl, R10═CH2CH2OH) (44) in a yield of 86% as a mixture of E/Z isomers, which was used without further purification. Starting materials: CC=1OC2=C(N1)C=C(C=C2)CN ((2-methylbenzo[d]oxazol-5-yl)methanamine), COC1=C(C=O)C(=CC=C1)OC (2,6-dimethoxybenzaldehyde). The product is COC1=C(C(=CC=C1)OC)C1CCCC(N1CC=1C=CC2=C(N=C(O2)C)C1)=O (6-(2,6-dimethoxyphenyl)-1-((2-methylbenzo[d]oxazol-5-yl)methyl)piperidin-2-one). As a reaction SMILES: [CH3:1][C:2]1[O:3][C:4]2[CH:10]=[CH:9][C:8]([CH2:11][NH2:12])=[CH:7][C:5]=2[N:6]=1.[CH3:13][O:14][C:15]1[CH:22]=[CH:21][CH:20]=[C:19]([O:23][CH3:24])[C:16]=1[CH:17]=O>>[CH3:13][O:14][C:15]1[CH:22]=[CH:21][CH:20]=[C:19]([O:23][CH3:24])[C:16]=1[CH:17]1[N:12]([CH2:11][C:8]2[CH:9]=[CH:10][C:4]3[O:3][C:2]([CH3:1])=[N:6][C:5]=3[CH:7]=2)[C:4](=[O:3])[CH2:5][CH2:7][CH2:8]1. Procedure: Prepared according to the described general procedure 6 (GP6) with (2-methylbenzo[d]oxazol-5-yl)methanamine and commercially available 2,6-dimethoxybenzaldehyde. Subsequent purification by preparative HPLC afforded the target compound. LC-MS (conditions E): tR=0.70 min.; [M+H]+: 381.27 g/mol. Starting materials: P(OCC)(OCC)OCC (Triethyl phosphite), C(C)C1=CC=C(CC=2C=CC(=C(CCl)C2)F)C=C1 (5-(4-ethylbenzyl)-2-fluorobenzyl chloride). Conditions: temperature 155 celsius, time 16 hour. Product: C(C)OP(OCC)(=O)CC1=C(C=CC(=C1)CC1=CC=C(C=C1)CC)F ([5-(4-Ethylbenzyl)-2-fluorobenzyl]phosphonic acid diethylester). RXN SMILES: [P:1]([O:8][CH2:9][CH3:10])([O:5][CH2:6][CH3:7])[O:2]CC.[CH2:11]([C:13]1[CH:28]=[CH:27][C:16]([CH2:17][C:18]2[CH:19]=[CH:20][C:21]([F:26])=[C:22]([CH:25]=2)[CH2:23]Cl)=[CH:15][CH:14]=1)[CH3:12]>>[CH2:9]([O:8][P:1]([CH2:23][C:22]1[CH:25]=[C:18]([CH2:17][C:16]2[CH:15]=[CH:14][C:13]([CH2:11][CH3:12])=[CH:28][CH:27]=2)[CH:19]=[CH:20][C:21]=1[F:26])(=[O:2])[O:5][CH2:6][CH3:7])[CH3:10]. Procedure: Triethyl phosphite (0.8 mL) was added to [5-(4-ethylbenzyl)-2-fluorobenzyl chloride (0.65 g), and the mixture was stirred for 16 hr at 150-160° C. The mixture was purified by silica gel column chromatography (ethyl acetate/n-hexane=1/1) to give the title compound (0.70 g) as a colorless oil. Reaction SMILES: [CH3:1][O:2][C:3]1[CH:4]=[C:5]([CH:9]2[C:17]3[C:12](=[CH:13][CH:14]=[CH:15][CH:16]=3)[C:11]([C:18]3[CH:23]=[CH:22][C:21]4[O:24][CH2:25][O:26][C:20]=4[CH:19]=3)=[C:10]2[C:27]([O:29]CC)=[O:28])[CH:6]=[CH:7][CH:8]=1>CCO.[Pd]>[CH3:1][O:2][C:3]1[CH:4]=[C:5]([CH:9]2[C:17]3[C:12](=[CH:13][CH:14]=[CH:15][CH:16]=3)[CH:11]([C:18]3[CH:23]=[CH:22][C:21]4[O:24][CH2:25][O:26][C:20]=4[CH:19]=3)[CH:10]2[C:27]([OH:29])=[O:28])[CH:6]=[CH:7][CH:8]=1. Conditions: time 8 hour. The reagents and catalysts are [Pd] (palladium on activated carbon). Yields the product COC=1C=C(C=CC1)C1C(C(C2=CC=CC=C12)C1=CC2=C(C=C1)OCO2)C(=O)O (1-(3-Methoxyphenyl)-3-(3,4-methylenedioxyphenyl)indane-2-carboxylic acid). The yield is 100.6%. Procedure details: To a solution of ethyl (RS)-1-(3-methoxyphenyl)-3-(3,4-methylenedioxyphenyl)indene-2-carboxylate (45 mg, 0.11 mmol) in EtOH (3 ml) was added 10% palladium on activated carbon (45 mg). The resulting suspension was shaken on a Parr hydrogenator at 50 psi H2 overnight, then was filtered through a pad of Celite. The filtrate was concentrated under reduced pressure to afford the title compound (43 mg, 94%), which was used without further purification. Reactants: COC=1C=C(C=CC1)C1C(=C(C2=CC=CC=C12)C1=CC2=C(C=C1)OCO2)C(=O)OCC (ethyl (RS)-1-(3-methoxyphenyl)-3-(3,4-methylenedioxyphenyl)indene-2-carboxylate). Run in CCO (EtOH). Reactants: Cn1c(=O)c2c(ncn2CC(O)CN2CCNCC2)n(C)c1=O, O=S(=O)(CCCCl)c1ccccc1. Yields the product Cn1c(=O)c2c(ncn2CC(O)CN2CCN(CCCS(=O)(=O)c3ccccc3)CC2)n(C)c1=O. Reaction SMILES: [CH3:14][n:15]1[c:16](=[O:36])[n:17]([CH3:35])[c:18]2[n:19][cH:20][n:21]([CH2:25][CH:26]([CH2:27][N:28]3[CH2:29][CH2:30][NH:31][CH2:32][CH2:33]3)[OH:34])[c:22]2[c:23]1=[O:24].[c:1]1([S:7](=[O:8])(=[O:9])[CH2:10][CH2:11][CH2:12][Cl:13])[cH:2][cH:3][cH:4][cH:5][cH:6]1>>[c:1]1([S:7](=[O:8])(=[O:9])[CH2:10][CH2:11][CH2:12][N:31]2[CH2:30][CH2:29][N:28]([CH2:27][CH:26]([CH2:25][n:21]3[cH:20][n:19][c:18]4[n:17]([CH3:35])[c:16](=[O:36])[n:15]([CH3:14])[c:23](=[O:24])[c:22]43)[OH:34])[CH2:33][CH2:32]2)[cH:2][cH:3][cH:4][cH:5][cH:6]1.